From a dataset of the Open Reaction Database (ORD), a public repository of structured organic reaction records. describe an organic reaction: reactants, conditions, products, and yield Starting materials: C1(=CC=CC=C1)C(N1CC(C1)OS(=O)(=O)C)C1=CC=CC=C1 (1-diphenylmethyl-3-methylsulfonyloxyazetidine), [NH2-].[Na+] (sodium amide), C1(=CC=CC=C1)C (toluene), C1(=CC=CC=C1)C (toluene), C1(=CC=CC=C1)O (phenol), C1(=CC=CC=C1)C (toluene). Run in O (water). Reaction conditions: temperature 80 celsius, time 2 hour. The product is C1(=CC=CC=C1)C(N1CC(C1)OC1=CC=CC=C1)C1=CC=CC=C1 (1-Diphenylmethyl-3-phenoxyazetidine). Reaction SMILES: [NH2-].[Na+].C1(C)C=CC=CC=1.[C:10]1([OH:16])[CH:15]=[CH:14][CH:13]=[CH:12][CH:11]=1.[C:17]1([CH:23]([C:33]2[CH:38]=[CH:37][CH:36]=[CH:35][CH:34]=2)[N:24]2[CH2:27][CH:26](OS(C)(=O)=O)[CH2:25]2)[CH:22]=[CH:21][CH:20]=[CH:19][CH:18]=1>O>[C:17]1([CH:23]([C:33]2[CH:38]=[CH:37][CH:36]=[CH:35][CH:34]=2)[N:24]2[CH2:27][CH:26]([O:16][C:10]3[CH:15]=[CH:14][CH:13]=[CH:12][CH:11]=3)[CH2:25]2)[CH:18]=[CH:19][CH:20]=[CH:21][CH:22]=1 |f:0.1|. Procedure details: To a stirred suspension of 8.6 g. (0.22 mole) of sodium amide in 100 ml. of dry toluene was added 18.2 g. (0.2 mole) of phenol in 50 ml. of dry toluene. After stirring for 2 hrs. at 60° C. the pot temperature was raised to 80° C. and a solution of 1-diphenylmethyl-3-methylsulfonyloxyazetidine (63.4 g., 0.2 mole) in 200 ml. of dry toluene was added dropwise. After an additional 2 hrs. at 80° C. the cooled mixture was treated with water, the toluene layer was extracted with dilute sodium hydroxide... Reactants: Cc1ncccc1Oc1cc(Sc2ccccn2)cnc1Nc1nc(C2OC(C)(C)OC2(C)C)ns1, CCO, Cl. Product: Cc1ncccc1Oc1cc(Sc2ccccn2)cnc1Nc1nc(C(O)C(C)(C)O)ns1, Cl. As a reaction SMILES: [CH3:1][c:2]1[n:3][cH:4][cH:5][cH:6][c:7]1[O:8][c:9]1[c:10]([NH:22][c:23]2[n:24][c:25]([CH:28]3[O:29][C:30]([CH3:35])([CH3:36])[O:31][C:32]3([CH3:33])[CH3:34])[n:26][s:27]2)[n:11][cH:12][c:13]([S:15][c:16]2[n:17][cH:18][cH:19][cH:20][cH:21]2)[cH:14]1.[CH3:38][CH2:39][OH:40].[ClH:37]>>[CH3:1][c:2]1[n:3][cH:4][cH:5][cH:6][c:7]1[O:8][c:9]1[c:10]([NH:22][c:23]2[n:24][c:25]([CH:28]([OH:29])[C:32]([OH:31])([CH3:33])[CH3:34])[n:26][s:27]2)[n:11][cH:12][c:13]([S:15][c:16]2[n:17][cH:18][cH:19][cH:20][cH:21]2)[cH:14]1.[ClH:37]. The reactants are C(C)C(CC)C=1C=2N(N=C(C1)C)C(=C(N2)C)I (8-(1-ethyl-propyl)-3-iodo-2,6-dimethyl-imidazo[1,2-b]pyridazine), C(C)(C)C=1C=CC=C2C=C(N(C12)C)C (7-isopropyl-1,2-dimethyl-1H-indole), C(=O)([O-])[O-].[Cs+].[Cs+] (Cs2CO3), N#N (N2). Reagents/catalysts: C=1C=CC(=CC1)/C=C/C(=O)/C=C/C2=CC=CC=C2.C=1C=CC(=CC1)/C=C/C(=O)/C=C/C2=CC=CC=C2.C=1C=CC(=CC1)/C=C/C(=O)/C=C/C2=CC=CC=C2.[Pd].[Pd] (Pd2(dba)3). Run in CN(C)C=O (DMF), CCOC(=O)C (EtOAc). Conditions: temperature 130 celsius. Yields the product CN1C(=CC2=CC(=CC=C12)C)C1=C(N=C2N1N=C(C=C2C(CC)CC)C)C (3-(1,5-Dimethyl-1H-indol-2-yl)-8-(1-ethyl-propyl)-2,6-dimethyl-imidazo[1,2-b]pyridazine). Yield: 4.8%. As a reaction SMILES: [CH2:1]([CH:3]([C:6]1[C:7]2[N:8]([C:13](I)=[C:14]([CH3:16])[N:15]=2)[N:9]=[C:10]([CH3:12])[CH:11]=1)[CH2:4][CH3:5])[CH3:2].C([C:21]1[CH:22]=[CH:23][CH:24]=[C:25]2[C:29]=1[N:28]([CH3:30])[C:27](C)=[CH:26]2)(C)C.[C:32]([O-])([O-])=O.[Cs+].[Cs+].N#N>C1C=CC(/C=C/C(/C=C/C2C=CC=CC=2)=O)=CC=1.C1C=CC(/C=C/C(/C=C/C2C=CC=CC=2)=O)=CC=1.C1C=CC(/C=C/C(/C=C/C2C=CC=CC=2)=O)=CC=1.[Pd].[Pd].CCOC(C)=O.CN(C=O)C>[CH3:30][N:28]1[C:29]2[C:25](=[CH:24][C:23]([CH3:32])=[CH:22][CH:21]=2)[CH:26]=[C:27]1[C:13]1[N:8]2[N:9]=[C:10]([CH3:12])[CH:11]=[C:6]([CH:3]([CH2:4][CH3:5])[CH2:1][CH3:2])[C:7]2=[N:15][C:14]=1[CH3:16] |f:2.3.4,6.7.8.9.10|. Procedure details: A solution of 8-(1-ethyl-propyl)-3-iodo-2,6-dimethyl-imidazo[1,2-b]pyridazine (0.30 g, 0.87 mmol), 7-isopropyl-1,2-dimethyl-1H-indole (0.33 g, 1.76 mmol), Cs2CO3 (0.57 g, 1.75 mmol), and DMF (5 mL), is degassed with N2 for 20 minutes. Pd2(dba)3 (0.040 g, 0.044 mmol is added and the solution is heated at 130° C. overnight. The solution is diluted EtOAc (30 mL) washed with water (2×30 mL), brine (30 mL) dried over MgSO4, filtered and concentrated. The residue is purified by ISCO (20%-30% EtOAc gra...